Dataset: the Open Reaction Database (ORD), a public repository of structured organic reaction records. Task: describe an organic reaction: reactants, conditions, products, and yield Reactants: C(C)(C)[C@H]1[C@@H](C[C@@H](CC1)C)C(CC#C)O (1-((1R,2S,5R)-2-isopropyl-5-methylcyclohexyl)but-3-yn-1-ol), BrC1=NC=CC=C1 (2-bromopyridine). The yield is 43.6%. Run in C(C)N(CC)CC (triethylamine). Run at temperature 60 celsius. As a reaction SMILES: [CH:1]([C@@H:4]1[CH2:9][CH2:8][C@@H:7]([CH3:10])[CH2:6][C@H:5]1[CH:11]([OH:15])[CH2:12][C:13]#[CH:14])([CH3:3])[CH3:2].Br[C:17]1[CH:22]=[CH:21][CH:20]=[CH:19][N:18]=1>Cl[Pd](Cl)([P](C1C=CC=CC=1)(C1C=CC=CC=1)C1C=CC=CC=1)[P](C1C=CC=CC=1)(C1C=CC=CC=1)C1C=CC=CC=1.[Cu]I.C(N(CC)CC)C>[CH:1]([C@@H:4]1[CH2:9][CH2:8][C@@H:7]([CH3:10])[CH2:6][C@H:5]1[CH:11]([OH:15])[CH2:12][C:13]#[C:14][C:17]1[CH:22]=[CH:21][CH:20]=[CH:19][N:18]=1)([CH3:3])[CH3:2] |^1:25,44|. Procedure: To a round bottom flask were added 1-((1R,2S,5R)-2-isopropyl-5-methylcyclohexyl)but-3-yn-1-ol (0.47 g, 2.3 mmol), triethylamine (10 mL), 2-bromopyridine (0.28 mL, 2.7 mmol), bis(triphenylphosphine)palladium(II) dichloride (16 mg, 0.023 mmol) and copper(I) iodide (9 mg, 0.045 mmol). After this mixture was stirred with heating overnight at 60° C., it was allowed to cool to room temperature. The reaction was mixed directly with silica, concentrated and purified by silica chromatography to give the ... The product is C(C)(C)[C@H]1[C@@H](C[C@@H](CC1)C)C(CC#CC1=NC=CC=C1)O (1-((1R,2S,5R)-2-isopropyl-5-methylcyclohexyl)-4-(pyridin-2-yl)but-3-yn-1-ol). Reagents/catalysts: Cl[Pd]([P](C1=CC=CC=C1)(C2=CC=CC=C2)C3=CC=CC=C3)([P](C4=CC=CC=C4)(C5=CC=CC=C5)C6=CC=CC=C6)Cl (bis(triphenylphosphine)palladium(II) dichloride), [Cu]I (copper(I) iodide). Starting materials: NC=1C=C(C=CC1)C1=CC=C2C(=N1)SC(=N2)NC(C)=O (N-(5-(3-aminophenyl)thiazolo[5,4-b]pyridin-2-yl)acetamide), CCOCC (Et2O), N1=CC=CC=C1 (pyridine), COC1=CC=C(C=C1)S(=O)(=O)Cl (4-methoxybenzene-1-sulfonyl chloride). The solvent is C(Cl)Cl (DCM). Reaction conditions: time 100 minute. Product: COC1=CC=C(C=C1)S(=O)(=O)NC=1C=C(C=CC1)C1=CC=C2C(=N1)SC(=N2)NC(C)=O (N-(5-(3-(4-methoxyphenylsulfonamido)phenyl)thiazolo[5,4-b]pyridin-2-yl)acetamide). Yield: 38.2%. RXN SMILES: [NH2:1][C:2]1[CH:3]=[C:4]([C:8]2[N:13]=[C:12]3[S:14][C:15]([NH:17][C:18](=[O:20])[CH3:19])=[N:16][C:11]3=[CH:10][CH:9]=2)[CH:5]=[CH:6][CH:7]=1.N1C=CC=CC=1.[CH3:27][O:28][C:29]1[CH:34]=[CH:33][C:32]([S:35](Cl)(=[O:37])=[O:36])=[CH:31][CH:30]=1.CCOCC>C(Cl)Cl>[CH3:27][O:28][C:29]1[CH:30]=[CH:31][C:32]([S:35]([NH:1][C:2]2[CH:3]=[C:4]([C:8]3[N:13]=[C:12]4[S:14][C:15]([NH:17][C:18](=[O:20])[CH3:19])=[N:16][C:11]4=[CH:10][CH:9]=3)[CH:5]=[CH:6][CH:7]=2)(=[O:37])=[O:36])=[CH:33][CH:34]=1. Procedure details: N-(5-(3-aminophenyl)thiazolo[5,4-b]pyridin-2-yl)acetamide (102.6 mg, 0.361 mmol) was suspended in DCM (2.7 ml) and pyridine (0.050 ml, 0.61 mmol) and 4-methoxybenzene-1-sulfonyl chloride (107.2 mg, 0.519 mmol) were added. The reaction was stirred under nitrogen at room temperature for about 100 minutes. The, reaction was treated with Et2O and filtered. Solid washed with Et2O, MeOH, and Et2O, then collected and purified on HPLC (10% to 95% MeCN/water with 0.1% TFA over 30 minutes) to afford N-(5-...